This data is from the Open Reaction Database (ORD), a public repository of structured organic reaction records. The task is: describe an organic reaction: reactants, conditions, products, and yield The reactants are C(C)(C)(C)OC(CCCOC1=C(C=C(C(=C1)Cl)C1OC(C(O1)(C)C)(C)C)S(=O)(=O)N1C2=C(CCCC1)C=CC=C2)=O (4-[5-Chloro-2-(2,3,4,5-tetrahydro-benzo[b]azepine-1-sulfonyl)-4-(4,4,5,5-tetramethyl-[1,3]dioxolan-2-yl)-phenoxy]-butyric acid tert-butyl ester), BrC1=CN=C(C=C1C#N)C(F)(F)F (5-bromo-2-trifluoromethyl-isonicotinonitrile), C(=O)([O-])[O-].[K+].[K+] (K2CO3). The reagents and catalysts are C=1C=CC(=CC1)[P](C=2C=CC=CC2)(C=3C=CC=CC3)[Pd]([P](C=4C=CC=CC4)(C=5C=CC=CC5)C=6C=CC=CC6)([P](C=7C=CC=CC7)(C=8C=CC=CC8)C=9C=CC=CC9)[P](C=1C=CC=CC1)(C=1C=CC=CC1)C=1C=CC=CC1 (Pd(Ph3P)4). Solvent: O1CCOCC1 (dioxane), O (water). Reaction conditions: temperature 100 celsius. Product: C(C)(C)(C)OC(CCCOC1=C(C=C(C(=C1)Cl)C=1C=NC(=CC1C#N)C(F)(F)F)S(=O)(=O)N1C2=C(CCCC1)C=CC=C2)=O (4-[5-chloro-4-(4-cyano-6-trifluoromethyl-pyridin-3-yl)-2-(2,3,4,5-tetrahydro-benzo[b]azepine-1-sulfonyl)-phenoxy]-butyric acid tert-butyl ester). Isolated yield 85.5%. As a reaction SMILES: [C:1]([O:5][C:6](=[O:41])[CH2:7][CH2:8][CH2:9][O:10][C:11]1[CH:16]=[C:15]([Cl:17])[C:14](C2OC(C)(C)C(C)(C)O2)=[CH:13][C:12]=1[S:27]([N:30]1[CH2:36][CH2:35][CH2:34][CH2:33][C:32]2[CH:37]=[CH:38][CH:39]=[CH:40][C:31]1=2)(=[O:29])=[O:28])([CH3:4])([CH3:3])[CH3:2].Br[C:43]1[C:48]([C:49]#[N:50])=[CH:47][C:46]([C:51]([F:54])([F:53])[F:52])=[N:45][CH:44]=1.C([O-])([O-])=O.[K+].[K+]>O1CCOCC1.O.C1C=CC([P]([Pd]([P](C2C=CC=CC=2)(C2C=CC=CC=2)C2C=CC=CC=2)([P](C2C=CC=CC=2)(C2C=CC=CC=2)C2C=CC=CC=2)[P](C2C=CC=CC=2)(C2C=CC=CC=2)C2C=CC=CC=2)(C2C=CC=CC=2)C2C=CC=CC=2)=CC=1>[C:1]([O:5][C:6](=[O:41])[CH2:7][CH2:8][CH2:9][O:10][C:11]1[CH:16]=[C:15]([Cl:17])[C:14]([C:43]2[CH:44]=[N:45][C:46]([C:51]([F:54])([F:53])[F:52])=[CH:47][C:48]=2[C:49]#[N:50])=[CH:13][C:12]=1[S:27]([N:30]1[CH2:36][CH2:35][CH2:34][CH2:33][C:32]2[CH:37]=[CH:38][CH:39]=[CH:40][C:31]1=2)(=[O:29])=[O:28])([CH3:4])([CH3:2])[CH3:3] |f:2.3.4,^1:71,73,92,111|. Reported procedure: 4-[5-Chloro-2-(2,3,4,5-tetrahydro-benzo[b]azepine-1-sulfonyl)-4-(4,4,5,5-tetramethyl-[1,3]dioxolan-2-yl)-phenoxy]-butyric acid tert-butyl ester (60.0 mg, 0.1 mmol), 5-bromo-2-trifluoromethyl-isonicotinonitrile (23 mg, 0.09 mmol), Pd(Ph3P)4 (12 mg, 0.01 mmol) and K2CO3 (56 mg, 0.4 mmol) in a mixture of dioxane (1.5 mL) and water (0.15 mL) was degassed with N2 for 5 min. The reaction vessel was sealed and heated at 100° C. for 16 hrs. Ethyl acetate (5 mL) and water (5 mL) were added. The organic l... The reactants are CCOC(=O)C1CN(C(=O)OCc2ccccc2)CC1C(F)(F)F, CCO, [Na+], [OH-]. The product is O=C(O)C1CN(C(=O)OCc2ccccc2)CC1C(F)(F)F. Reaction SMILES: [CH2:1]([CH3:2])[O:3][C:4](=[O:5])[CH:6]1[CH2:7][N:8]([C:15](=[O:16])[O:17][CH2:18][c:19]2[cH:20][cH:21][cH:22][cH:23][cH:24]2)[CH2:9][CH:10]1[C:11]([F:12])([F:13])[F:14].[CH3:27][CH2:28][OH:29].[Na+:26].[OH-:25]>>[O:3]=[C:4]([OH:5])[CH:6]1[CH2:7][N:8]([C:15](=[O:16])[O:17][CH2:18][c:19]2[cH:20][cH:21][cH:22][cH:23][cH:24]2)[CH2:9][CH:10]1[C:11]([F:12])([F:13])[F:14]. Starting materials: ClC1=NC=C(C(=N1)CCC1=C(C=CC=C1)C1(CC1)C(=O)N)Cl (1-(2-(2-(2,5-dichloropyrimidin-4-yl)ethyl)phenyl)cyclopropanecarboxamide), C(=O)([O-])[O-].[Cs+].[Cs+] (Cs2CO3), C1=COC(=N1)N (2-aminoxazole), CC1(C2=C(C(=CC=C2)P(C3=CC=CC=C3)C4=CC=CC=C4)OC5=C(C=CC=C51)P(C6=CC=CC=C6)C7=CC=CC=C7)C (Xantphos), Pd(II) acetate. Solvent: CC(=O)C (Acetone), O1CCOCC1 (1,4-dioxane), C1CCCCC1 (cyclohexane). Isolated yield 6.0%. Reported procedure: A suspension of 1-(2-(2-(2,5-dichloropyrimidin-4-yl)ethyl)phenyl)cyclopropanecarboxamide A14 (0.150 g, 0.446 mmol), Cs2CO3 (436 mg, 1.34 mmol) and 2-aminoxazole (75.0 mg, 0.892 mmol) in 1,4-dioxane (3 mL) was sonicated for 10 minutes. Xantphos (10 mg, 18 μmol) and Pd(II) acetate (2.0 mg, 8.9 μmol) were added and the reaction was irradiated in the microwave for 20 minutes at 120° C. The resulting mixture was adsorbed onto silica gel and purified by column chromatography (Biotage Isolera, 24 g SiO... Product: ClC=1C(=NC(=NC1)NC=1OC=CN1)CCC1=C(C=CC=C1)C1(CC1)C(=O)N (1-(2-(2-(5-Chloro-2-(oxazol-2-ylamino)pyrimidin-4-yl)ethyl)phenyl)cyclopropanecarboxamide). Reaction SMILES: Cl[C:2]1[N:7]=[C:6]([CH2:8][CH2:9][C:10]2[CH:15]=[CH:14][CH:13]=[CH:12][C:11]=2[C:16]2([C:19]([NH2:21])=[O:20])[CH2:18][CH2:17]2)[C:5]([Cl:22])=[CH:4][N:3]=1.C([O-])([O-])=O.[Cs+].[Cs+].[CH:29]1[N:33]=[C:32]([NH2:34])[O:31][CH:30]=1.CC1(C)C2C(=C(P(C3C=CC=CC=3)C3C=CC=CC=3)C=CC=2)OC2C(P(C3C=CC=CC=3)C3C=CC=CC=3)=CC=CC1=2>O1CCOCC1.C1CCCCC1.CC(C)=O>[Cl:22][C:5]1[C:6]([CH2:8][CH2:9][C:10]2[CH:15]=[CH:14][CH:13]=[CH:12][C:11]=2[C:16]2([C:19]([NH2:21])=[O:20])[CH2:18][CH2:17]2)=[N:7][C:2]([NH:34][C:32]2[O:31][CH:30]=[CH:29][N:33]=2)=[N:3][CH:4]=1 |f:1.2.3|. Reactants: C=CC1=CC=CC=C1 (styrene), polyvinyl alcohol, C(C=C)(=O)OCCCC (n-butyl acrylate). Run in O (water). Reaction conditions: temperature 85 celsius, time 15 minute. Yields the product C=CC1=CC=CC=C1.C(C=C)(=O)OCCCC (styrene n-butyl acrylate). As a reaction SMILES: [CH2:1]=[CH:2][C:3]1[CH:8]=[CH:7][CH:6]=[CH:5][CH:4]=1.[C:9]([O:13][CH2:14][CH2:15][CH2:16][CH3:17])(=[O:12])[CH:10]=[CH2:11]>O>[CH2:1]=[CH:2][C:3]1[CH:8]=[CH:7][CH:6]=[CH:5][CH:4]=1.[C:9]([O:13][CH2:14][CH2:15][CH2:16][CH3:17])(=[O:12])[CH:10]=[CH2:11] |f:3.4|. Procedure details: An aqueous medium was prepared by dissolving 0.2 part by mass of polyvinyl alcohol in 300 parts by mass of ion-exchanged water. Meanwhile, 78.0 parts by mass of styrene, 22.0 parts by mass of n-butyl acrylate, and 2.5 parts by mass of 3-hydroxy-1,1-dimethylbutylperoxyisobutylate used in Example 1 as a polymerization initiator were mixed, whereby a monomer composition was prepared. The monomer composition was loaded into the aqueous medium, and the mixture was stirred with a TK-homomixer (manufac... Reactants: C(C)N(CCCN1N=C(C2=C(C=CC=C12)O)N)CC (1-(3-diethylaminopropyl)-3-amino-4-hydroxyindazole), Cl (hydrogen chloride), C(C)OCC (diethyl ether). Solvent: C(C)O (ethyl alcohol). Product: Cl.Cl.C(C)N(CCCN1N=C(C2=C(C=CC=C12)O)N)CC (1-(3-diethylaminopropyl)-3-amino-4-hydroxyindazole dihydrochloride). As a reaction SMILES: [CH2:1]([N:3]([CH2:18][CH3:19])[CH2:4][CH2:5][CH2:6][N:7]1[C:15]2[C:10](=[C:11]([OH:16])[CH:12]=[CH:13][CH:14]=2)[C:9]([NH2:17])=[N:8]1)[CH3:2].[ClH:20].C(OCC)C>C(O)C>[ClH:20].[ClH:20].[CH2:18]([N:3]([CH2:1][CH3:2])[CH2:4][CH2:5][CH2:6][N:7]1[C:15]2[C:10](=[C:11]([OH:16])[CH:12]=[CH:13][CH:14]=2)[C:9]([NH2:17])=[N:8]1)[CH3:19] |f:4.5.6|. Procedure: In 50 ml of absolute ethyl alcohol was dissolved 3.0 g of 1-(3-diethylaminopropyl)-3-amino-4-hydroxyindazole, and into the solution was introduced dried hydrogen chloride gas under cooling with ice. To the solution was added anhydrous diethyl ether to separate crystals. Then the crystals were obtained by filtration and dried to give 1-(3-diethylaminopropyl)-3-amino-4-hydroxyindazole dihydrochloride having the following analytical value. Reactants: [NH4+].[OH-] (NH4OH), CC(OCC)=O.CO (EA MeOH). The product is CC(OCC)=O.CCOCC (EA ether). Yield: 13.0%. RXN SMILES: [NH4+].[OH-].[CH3:3][C:4](=[O:8])[O:5][CH2:6][CH3:7].CO>>[CH3:3][C:4](=[O:8])[O:5][CH2:6][CH3:7].[CH3:3][CH2:4][O:5][CH2:6][CH3:7] |f:0.1,2.3,4.5|. Reported procedure: Intermediate 111.i (0.08 g, 0.35 mmol) and intermediate 4.v (0.097 g, 1 eq.) were coupled according to method J. The title compound was isolated after FC (EA/MeOH 9:1+1% NH4OH) and crystallization from EA/ether as a colourless solid (0.022 g, 13% yield). As a reaction SMILES: [CH:1]1[C:11]2[CH:10]=[CH:9][C:8]3[CH:12]=[CH:13][CH:14]=[CH:15][C:7]=3[CH:6](O)[C:5]=2[CH:4]=[CH:3][CH:2]=1.[F:17][C:18]1[CH:23]=[CH:22][C:21]([N:24]2[CH2:29][CH2:28][N:27]([CH2:30][CH2:31][CH2:32][C:33]([NH2:35])=[O:34])[CH2:26][CH2:25]2)=[CH:20][CH:19]=1>C(O)(=O)C>[F:17][C:18]1[CH:19]=[CH:20][C:21]([N:24]2[CH2:29][CH2:28][N:27]([CH2:30][CH2:31][CH2:32][C:33]([NH:35][C:1]3[C:11]4[CH:10]=[CH:9][C:8]5[CH:12]=[CH:13][CH:14]=[CH:15][C:7]=5[CH2:6][C:5]=4[CH:4]=[CH:3][CH:2]=3)=[O:34])[CH2:26][CH2:25]2)=[CH:22][CH:23]=1. Procedure details: A mixture of 200 mg of 5H-dibenzo[a,d]cyclohepten-5-ol, 300 mg of 4-[4-(4-fluorophenyl)-1-piperazinyl]butyramide and 8 ml of acetic acid is stirred at 70° C. for 20 hours. The acetic acid is distilled off under reduced pressure and 100 ml of chloroform is added to the residue. The solution is washed successively with 10% aqueous potassium carbonate solution, water and saturated aqueous sodium chloride solution, and dried over magnesium sulfate, and the chrloroform is distilled off. The residue i... The yield is 57.1%. Starting materials: C1=CC=CC=2C(C3=C(C=CC21)C=CC=C3)O (5H-dibenzo[a,d]cyclohepten-5-ol), FC1=CC=C(C=C1)N1CCN(CC1)CCCC(=O)N (4-[4-(4-fluorophenyl)-1-piperazinyl]butyramide). The solvent is C(C)(=O)O (acetic acid). Conditions: temperature 70 celsius, time 20 hour. Yields the product FC1=CC=C(C=C1)N1CCN(CC1)CCCC(=O)NC1=CC=CC=2CC3=C(C=CC21)C=CC=C3 (4-[4-(4-fluorophenyl)-1-piperazinyl]butyrylamino-5H-dibenzo[a,d]cycloheptene). Yields the product COc1cn(-c2cccc(N3CCCC3=O)c2F)nc(-c2ccnn2-c2ccccc2)c1=O. Reaction SMILES: [Br:1][c:2]1[c:3]([F:28])[c:4](-[n:8]2[n:9][c:10](-[c:17]3[cH:18][cH:19][n:20][n:21]3-[c:22]3[cH:23][cH:24][cH:25][cH:26][cH:27]3)[c:11](=[O:16])[c:12]([O:14][CH3:15])[cH:13]2)[cH:5][cH:6][cH:7]1.[CH2:54]1[O:55][CH2:56][CH2:57][O:58][CH2:59]1.[CH3:35][NH:36][CH2:37][CH2:38][NH:39][CH3:40].[Cu:60][I:61].[K+:46].[K+:47].[K+:48].[NH:29]1[C:30](=[O:34])[CH2:31][CH2:32][CH2:33]1.[Na+:53].[O-:49][C:50]([OH:51])=[O:52].[P:41]([O-:42])([O-:43])([O-:44])=[O:45]>>[c:2]1([N:29]2[C:30](=[O:34])[CH2:31][CH2:32][CH2:33]2)[c:3]([F:28])[c:4](-[n:8]2[n:9][c:10](-[c:17]3[cH:18][cH:19][n:20][n:21]3-[c:22]3[cH:23][cH:24][cH:25][cH:26][cH:27]3)[c:11](=[O:16])[c:12]([O:14][CH3:15])[cH:13]2)[cH:5][cH:6][cH:7]1. Starting materials: COc1cn(-c2cccc(Br)c2F)nc(-c2ccnn2-c2ccccc2)c1=O, C1COCCO1, CNCCNC, [Cu]I, [K+], [K+], [K+], O=C1CCCN1, [Na+], O=C([O-])O, O=P([O-])([O-])[O-]. Reactants: Cl[O-].[Na+] (Sodium hypochlorite), ClC1=CC2=C(C=N1)C=NN2 (6-chloro-1H-pyrazolo[4,3-c]pyridine), O (Water), S(=O)([O-])[O-].[Na+].[Na+] (sodium sulfite). Run in CCO (EtOH). Conditions: time 10 minute. The product is ClC1=NNC2=C1C=NC(=C2)Cl (3,6-dichloro-1H-pyrazolo[4,3-c]pyridine). Isolated yield 94.8%. As a reaction SMILES: [Cl:1][O-].[Na+].[Cl:4][C:5]1[N:10]=[CH:9][C:8]2[CH:11]=[N:12][NH:13][C:7]=2[CH:6]=1.O.S([O-])([O-])=O.[Na+].[Na+]>CCO>[Cl:1][C:11]1[C:8]2[CH:9]=[N:10][C:5]([Cl:4])=[CH:6][C:7]=2[NH:13][N:12]=1 |f:0.1,4.5.6|. Procedure: Sodium hypochlorite (121 mL, 195 mmol) was gradually added to a suspension of 6-chloro-1H-pyrazolo[4,3-c]pyridine (10 g, 65.1 mmol) in EtOH (100 mL) at 0° C. The reaction mixture was then stirred at room temperature for 10 minutes. Water and sodium sulfite (24.62 g, 195 mmol) were added, forming a clear solution, and the mixture was extracted with EtOAc. The organic phase was concentrated in vacuo to give 3,6-dichloro-1H-pyrazolo[4,3-c]pyridine (11.6 g, 61.7 mmol, 95% yield). MS ESI calc'd. for ... The reactants are C(C)(=O)NC1=CC=C(OCC(=O)OCC)C=C1 (ethyl 2-(4-acetamidophenoxy)acetate), [OH-].[Na+] (NaOH). The solvent is CCO (EtOH). Run at time 30 minute. Product: C(C)(=O)NC1=CC=C(OCC(=O)O)C=C1 (2-(4-acetamidophenoxy)acetic acid). Reaction SMILES: [C:1]([NH:4][C:5]1[CH:17]=[CH:16][C:8]([O:9][CH2:10][C:11]([O:13]CC)=[O:12])=[CH:7][CH:6]=1)(=[O:3])[CH3:2].[OH-].[Na+]>CCO>[C:1]([NH:4][C:5]1[CH:17]=[CH:16][C:8]([O:9][CH2:10][C:11]([OH:13])=[O:12])=[CH:7][CH:6]=1)(=[O:3])[CH3:2] |f:1.2|. Reported procedure: To a solution of ethyl 2-(4-acetamidophenoxy)acetate (237 mg, 1 mmol) in EtOH (10 ml) was added 10% NaOH aqueous solution (10 mL) at 26° C. The mixture was stirred for 30 min and then concentrated. The residue was diluted with water (20 mL) and washed ethyl acetate (2×20 mL). The aqueous layer was then acidified with 2N HCL until pH 3 and extracted with ethyl acetate (2×20 ml). The combined organic layers were washed with brine (30 mL), dried over Na2SO4 and concentrated to give the title compou...